From a dataset of the Open Reaction Database (ORD), a public repository of structured organic reaction records. describe an organic reaction: reactants, conditions, products, and yield As a reaction SMILES: [CH2:20]1[O:21][CH2:22][CH2:23][CH2:24]1.[CH3:11][NH:12][CH3:13].[CH3:1][c:2]1[o:3][c:4]([CH3:10])[cH:5][c:6]1[C:7](=[O:8])[Cl:9].[O:14]1[CH2:15][CH2:16][O:17][CH2:18][CH2:19]1>>[CH3:1][c:2]1[o:3][c:4]([CH3:10])[cH:5][c:6]1[C:7](=[O:8])[N:12]([CH3:11])[CH3:13]. Yields the product Cc1cc(C(=O)N(C)C)c(C)o1. Starting materials: C1CCOC1, CNC, Cc1cc(C(=O)Cl)c(C)o1, C1COCCO1. The reactants are C(C)OC(=O)C=1SC(=CC1)CC[C@@H](COS(=O)(=O)CC1=CC=C(C=C1)C)O (5-(3(S)-Hydroxy-4-p-tolylmethanesulfonyloxy-butyl)- thiophene-2-carboxylic acid ethyl ester), [N-]=[N+]=[N-].[Na+] (sodium azide), [Na+].[Cl-] (NaCl). Run in CN(C=O)C (DMF). Reaction conditions: temperature 80 celsius. The product is C(C)OC(=O)C=1SC(=CC1)CC[C@@H](CN=[N+]=[N-])O (5-(4-Azido-3(S)-hydroxy-butyl)-thiophene-2-carboxylic acid ethyl ester). Isolated yield 113.5%. As a reaction SMILES: [CH2:1]([O:3][C:4]([C:6]1[S:7][C:8]([CH2:11][CH2:12][C@H:13]([OH:27])[CH2:14]OS(CC2C=CC(C)=CC=2)(=O)=O)=[CH:9][CH:10]=1)=[O:5])[CH3:2].[N-:28]=[N+:29]=[N-:30].[Na+].[Na+].[Cl-]>CN(C)C=O>[CH2:1]([O:3][C:4]([C:6]1[S:7][C:8]([CH2:11][CH2:12][C@H:13]([OH:27])[CH2:14][N:28]=[N+:29]=[N-:30])=[CH:9][CH:10]=1)=[O:5])[CH3:2] |f:1.2,3.4|. Procedure details: To a stirred solution of 42.94 g (108 mmol) of the tosylate (4) in 250 ml of DMF (N,N-dimethylformamide) was added 31.52 g (485 mmol) of sodium azide. The solution was heated under argon for 4 hours at 80° C. The reaction mixture was cooled and poured into 600 ml of saturated NaCl, and the resulting oil was separated. The aqueous solution was extracted three times with Et2O. The Et2O extracts were combined with the oil and washed once with saturated NaCl, dried (MgSO4), and concentrated, yieldin...